Dataset: the Open Reaction Database (ORD), a public repository of structured organic reaction records. Task: describe an organic reaction: reactants, conditions, products, and yield Yields the product C(C1=CC=CC=C1)N1C(=NC=2N(C(N(C(C12)=O)CCC)=O)CCC(=O)O)C(C)(C)C (7-Benzyl-8-(tert.-butyl)-3-(2-carboxyethyl)-1-n-propyl-xanthine). Procedure details: 4.6 g (10.8 mmol) of 7-benzyl-8-(tert.-butyl)-3-(2-methoxycarbonylethyl)-1-n-propyl-xanthine are dissolved 50 ml of tetrahydrofuran and 120 ml of water and 3.24 g of LiOH×H2O are added successively with stirring. After about 16 hours' stirring at ambient temperature, the mixture is cooled to about 5° C. and adjusted to pH 5 with 2N HCl (aq.). The organic solvent is largely distilled off in vacuo and the aqueous phase remaining is extracted twice with 150 ml of dichloromethane. The organic phase ... As a reaction SMILES: [CH2:1]([N:8]1[C:16]2[C:15](=[O:17])[N:14]([CH2:18][CH2:19][CH3:20])[C:13](=[O:21])[N:12]([CH2:22][CH2:23][C:24]([O:26]C)=[O:25])[C:11]=2[N:10]=[C:9]1[C:28]([CH3:31])([CH3:30])[CH3:29])[C:2]1[CH:7]=[CH:6][CH:5]=[CH:4][CH:3]=1.O1CCCC1.[Li+].[OH-].Cl>O>[CH2:1]([N:8]1[C:16]2[C:15](=[O:17])[N:14]([CH2:18][CH2:19][CH3:20])[C:13](=[O:21])[N:12]([CH2:22][CH2:23][C:24]([OH:26])=[O:25])[C:11]=2[N:10]=[C:9]1[C:28]([CH3:29])([CH3:31])[CH3:30])[C:2]1[CH:3]=[CH:4][CH:5]=[CH:6][CH:7]=1 |f:2.3|. Conditions: temperature 5 celsius. Solvent: O (H2O), O (water). Starting materials: C(C1=CC=CC=C1)N1C(=NC=2N(C(N(C(C12)=O)CCC)=O)CCC(=O)OC)C(C)(C)C (7-benzyl-8-(tert.-butyl)-3-(2-methoxycarbonylethyl)-1-n-propyl-xanthine), O1CCCC1 (tetrahydrofuran), [Li+].[OH-] (LiOH), Cl (HCl). Starting materials: ClCCl, Cc1cc(COc2ccc(S(=O)(=O)NC3CN(C(=O)OC(C)(C)C)CC3C(=O)NO)cc2)c2ccccc2n1, O=C(O)C(F)(F)F. Product: Cc1cc(COc2ccc(S(=O)(=O)NC3CNCC3C(=O)NO)cc2)c2ccccc2n1. RXN SMILES: [Cl:47][CH2:48][Cl:49].[OH:1][NH:2][C:3](=[O:4])[CH:5]1[CH2:6][N:7]([C:33]([O:34][C:35]([CH3:36])([CH3:37])[CH3:38])=[O:39])[CH2:8][CH:9]1[NH:10][S:11](=[O:12])(=[O:13])[c:14]1[cH:15][cH:16][c:17]([O:20][CH2:21][c:22]2[cH:23][c:24]([CH3:32])[n:25][c:26]3[cH:27][cH:28][cH:29][cH:30][c:31]23)[cH:18][cH:19]1.[OH:40][C:41]([C:42]([F:43])([F:44])[F:45])=[O:46]>>[OH:1][NH:2][C:3](=[O:4])[CH:5]1[CH2:6][NH:7][CH2:8][CH:9]1[NH:10][S:11](=[O:12])(=[O:13])[c:14]1[cH:15][cH:16][c:17]([O:20][CH2:21][c:22]2[cH:23][c:24]([CH3:32])[n:25][c:26]3[cH:27][cH:28][cH:29][cH:30][c:31]23)[cH:18][cH:19]1.